From a dataset of the Open Reaction Database (ORD), a public repository of structured organic reaction records. describe an organic reaction: reactants, conditions, products, and yield Starting materials: ClC1=NC(=CC(=N1)C(=C)OCC)COCC(F)(F)F (2-Chloro-4-(1-ethoxyvinyl)-6-((2,2,2-trifluoroethoxy)methyl)pyrimidine), COC=1C=C(N)C=CC1C1=CN=NC(=C1)C (3-methoxy-4-(6-methylpyridazin-4-yl)aniline), C([O-])([O-])=O.[Cs+].[Cs+] (cesium carbonate), C1(CCCCC1)P(C1=C(C=CC=C1)C1=CC=CC=C1)C1CCCCC1 (2-(dicyclohexylphosphino)biphenyl). The reagents and catalysts are C(C)(=O)[O-].[Pd+2].C(C)(=O)[O-] (palladium(II) acetate). Run in O1CCOCC1 (dioxane). Conditions: temperature 120 celsius. Yields the product C(C)OC(=C)C1=NC(=NC(=C1)COCC(F)(F)F)NC1=CC(=C(C=C1)C1=CN=NC(=C1)C)OC (4-(1-Ethoxyvinyl)-N-(3-methoxy-4-(6-methylpyridazin-4-yl)phenyl)-6-((2,2,2-trifluoroethoxy)methyl)pyrimidin-2-amine). Yield: 62.6%. RXN SMILES: Cl[C:2]1[N:7]=[C:6]([C:8]([O:10][CH2:11][CH3:12])=[CH2:9])[CH:5]=[C:4]([CH2:13][O:14][CH2:15][C:16]([F:19])([F:18])[F:17])[N:3]=1.[CH3:20][O:21][C:22]1[CH:23]=[C:24]([CH:26]=[CH:27][C:28]=1[C:29]1[CH:34]=[C:33]([CH3:35])[N:32]=[N:31][CH:30]=1)[NH2:25].C(=O)([O-])[O-].[Cs+].[Cs+].C1(P(C2CCCCC2)C2C=CC=CC=2C2C=CC=CC=2)CCCCC1>O1CCOCC1.C([O-])(=O)C.[Pd+2].C([O-])(=O)C>[CH2:11]([O:10][C:8]([C:6]1[CH:5]=[C:4]([CH2:13][O:14][CH2:15][C:16]([F:19])([F:18])[F:17])[N:3]=[C:2]([NH:25][C:24]2[CH:26]=[CH:27][C:28]([C:29]3[CH:34]=[C:33]([CH3:35])[N:32]=[N:31][CH:30]=3)=[C:22]([O:21][CH3:20])[CH:23]=2)[N:7]=1)=[CH2:9])[CH3:12] |f:2.3.4,7.8.9|. Procedure details: 2-Chloro-4-(1-ethoxyvinyl)-6-((2,2,2-trifluoroethoxy)methyl)pyrimidine (0.70 g, 2.36 mmol), 3-methoxy-4-(6-methylpyridazin-4-yl)aniline (0.508 g, 2.36 mmol), cesium carbonate (1.538 g, 4.72 mmol), palladium(II) acetate (0.079 g, 0.35 mmol) and 2-(dicyclohexylphosphino)biphenyl (0.124 g, 0.35 mmol) were mixed in dioxane (16 mL). The vial was capped, evacuated and flushed with nitrogen. The reaction mixture was heated at 120° C. for 1.5 h. The mixture was filtered and the filter was washed with mi... Reactants: C(C)(C)(C)OC(=O)N1CC2(C1)CN(C2)C2=NC(=CN=C2)C=2C=C1CCC(N(C1=CC2)C)=O (6-[6-(1-methyl-2-oxo-1,2,3,4-tetrahydro-quinolin-6-yl)-pyrazin-2-yl]-2,6-diaza-spiro[3.3]heptane-2-carboxylic acid tert-butyl ester), C(=O)(C(F)(F)F)O (TFA). Solvent: C(Cl)Cl (DCM). The product is FC(C(=O)O)(F)F.C1N(CC12CNC2)C2=CN=CC(=N2)C=2C=C1CCC(N(C1=CC2)C)=O (6-(6-(2,6-Diazaspiro[3.3]heptan-2-yl)pyrazin-2-yl)-1-methyl-3,4-dihydroquinolin-2(1H)-one 2,2,2-trifluoroacetate). The yield is 85.2%. RXN SMILES: C(OC([N:8]1[CH2:11][C:10]2([CH2:14][N:13]([C:15]3[CH:20]=[N:19][CH:18]=[C:17]([C:21]4[CH:22]=[C:23]5[C:28](=[CH:29][CH:30]=4)[N:27]([CH3:31])[C:26](=[O:32])[CH2:25][CH2:24]5)[N:16]=3)[CH2:12]2)[CH2:9]1)=O)(C)(C)C.[C:33]([OH:39])([C:35]([F:38])([F:37])[F:36])=[O:34]>C(Cl)Cl>[F:36][C:35]([F:38])([F:37])[C:33]([OH:39])=[O:34].[CH2:12]1[C:10]2([CH2:9][NH:8][CH2:11]2)[CH2:14][N:13]1[C:15]1[N:16]=[C:17]([C:21]2[CH:22]=[C:23]3[C:28](=[CH:29][CH:30]=2)[N:27]([CH3:31])[C:26](=[O:32])[CH2:25][CH2:24]3)[CH:18]=[N:19][CH:20]=1 |f:3.4|. Reported procedure: To a solution of 6-[6-(1-methyl-2-oxo-1,2,3,4-tetrahydro-quinolin-6-yl)-pyrazin-2-yl]-2,6-diaza-spiro[3.3]heptane-2-carboxylic acid tert-butyl ester (example 28, 0.231 g, 0.53 mmol) in DCM (3 mL) was added TFA (0.605 g, 5.3 mmol) and the reaction mixture was stirred at room temperature over night. The mixture was evaporated several times with toluene and then the residue was purified by reverse phase HPLC on a Gemini-NX column, eluting with a 20 to 98% MeOH—H2O (0.05% TEA) gradient to give the t... Product: FC(C(=O)O)(F)F.OC[C@H]1[C@@H](C1)C=1N=CNC1 (4-(trans-2-hydroxymethyl-cyclopropyl)imidazole trifluoroacetic acid salt). Procedure details: A mixture of N-triphenylmethyl-4-(trans-2-hydroxymethyl-cyclopropyl)imidazole (100 mg, 0.26 mmol) and trifluoroacetic acid (TFA) (10 mL) was stirred at room temperature for 1-3 hours. The TFA was evaporated under reduced pressure. The resulting mixture was diluted with distilled water (5 mL) and extracted with ether (3×15 mL). The aqueous layer was lyophilized to give the product (61 mg, 93% yield). As a reaction SMILES: C1(C(C2C=CC=CC=2)(C2C=CC=CC=2)[N:8]2[CH:12]=[C:11]([C@@H:13]3[CH2:15][C@H:14]3[CH2:16][OH:17])[N:10]=[CH:9]2)C=CC=CC=1.[F:30][C:31]([F:36])([F:35])[C:32]([OH:34])=[O:33]>>[F:30][C:31]([F:36])([F:35])[C:32]([OH:34])=[O:33].[OH:17][CH2:16][C@@H:14]1[CH2:15][C@H:13]1[C:11]1[N:10]=[CH:9][NH:8][CH:12]=1 |f:2.3|. Yield: 93.0%. Run at time 2 hour. Starting materials: C1(=CC=CC=C1)C(N1C=NC(=C1)[C@H]1[C@@H](C1)CO)(C1=CC=CC=C1)C1=CC=CC=C1 (N-triphenylmethyl-4-(trans-2-hydroxymethyl-cyclopropyl)imidazole), FC(C(=O)O)(F)F (trifluoroacetic acid). The product is Cc1cnc(Cl)c(C(=O)O)c1. RXN SMILES: [CH3:15][OH:16].[Cl:3][c:4]1[c:5]([C:6](=[O:7])[O:8][CH3:9])[cH:10][c:11]([CH3:14])[cH:12][n:13]1.[Na+:2].[OH-:1]>>[Cl:3][c:4]1[c:5]([C:6](=[O:7])[OH:8])[cH:10][c:11]([CH3:14])[cH:12][n:13]1. Reactants: CO, COC(=O)c1cc(C)cnc1Cl, [Na+], [OH-].